This data is from the Open Reaction Database (ORD), a public repository of structured organic reaction records. The task is: describe an organic reaction: reactants, conditions, products, and yield Starting materials: O=C([O-])[O-], Nc1ncnn2c(C3CNCCO3)cc(-c3ccc4cn(Cc5ccccc5)nc4c3)c12, CN(C)C(=O)CCl, [I-], [K+], [K+], [K+], CN(C)C=O. Product: CN(C)C(=O)CN1CCOC(c2cc(-c3ccc4cn(Cc5ccccc5)nc4c3)c3c(N)ncnn23)C1. As a reaction SMILES: [C:40](=[O:41])([O-:42])[O-:43].[CH2:1]([c:2]1[cH:3][cH:4][cH:5][cH:6][cH:7]1)[n:8]1[n:9][c:10]2[cH:11][c:12](-[c:17]3[cH:18][c:19]([CH:27]4[O:28][CH2:29][CH2:30][NH:31][CH2:32]4)[n:20]4[n:21][cH:22][n:23][c:24]([NH2:26])[c:25]34)[cH:13][cH:14][c:15]2[cH:16]1.[Cl:33][CH2:34][C:35](=[O:36])[N:37]([CH3:38])[CH3:39].[I-:47].[K+:44].[K+:45].[K+:46].[O:48]=[CH:49][N:50]([CH3:51])[CH3:52]>>[CH2:1]([c:2]1[cH:3][cH:4][cH:5][cH:6][cH:7]1)[n:8]1[n:9][c:10]2[cH:11][c:12](-[c:17]3[cH:18][c:19]([CH:27]4[O:28][CH2:29][CH2:30][N:31]([CH2:34][C:35](=[O:36])[N:37]([CH3:38])[CH3:39])[CH2:32]4)[n:20]4[n:21][cH:22][n:23][c:24]([NH2:26])[c:25]34)[cH:13][cH:14][c:15]2[cH:16]1.